The task is: describe an organic reaction: reactants, conditions, products, and yield. This data is from the Open Reaction Database (ORD), a public repository of structured organic reaction records. Starting materials: CNC(C1=CC=C(C=C1)OC)=O (N-Methyl 4-methoxybenzamide), S(=O)(Cl)Cl (Thionyl chloride). Yields the product CN=C(C1=CC=C(C=C1)OC)Cl (N-Methyl 4-Methoxybenzimidoyl Chloride). Isolated yield 76.7%. As a reaction SMILES: [CH3:1][NH:2][C:3](=O)[C:4]1[CH:9]=[CH:8][C:7]([O:10][CH3:11])=[CH:6][CH:5]=1.S(Cl)([Cl:15])=O>>[CH3:1][N:2]=[C:3]([Cl:15])[C:4]1[CH:9]=[CH:8][C:7]([O:10][CH3:11])=[CH:6][CH:5]=1. Procedure details: N-Methyl 4-methoxybenzamide (13.95 g, 84.5 mmole) was placed in a 50 ml round bottom flask equipped with magnetic stirrer, heating mantle, condenser and base trap. Thionyl chloride (33 g, 278 mmole) was added. The reaction was stirred and heated at reflux until gas evolution ceased (three hours). The excess thionyl chloride was distilled at ca. 15 mm Hg, and the product distilled at 75°-80° C. (0.1 mm Hg) to yield 11.9 g (76%) of the title compound as a clear colorless liquid.